Dataset: the Open Reaction Database (ORD), a public repository of structured organic reaction records. Task: describe an organic reaction: reactants, conditions, products, and yield The reactants are BrC=1C=C(C=CC1)C1(N=C(OC1)N)C1=CC=C(C=C1)OC ((RS)-4-(3-bromo-phenyl)-4-(4-methoxy-phenyl)-4,5-dihydro-oxazol-2-ylamine), CC(C)([O-])C.[Na+] (sodium tert-butoxide), C(C)(C)(C)P(C1=C(C=CC=C1)C1=C(C=C(C=C1CCC)CCC)CCC)C(C)(C)C (2-di-t-butylphosphino-2′,4′,6′-tri-1-propyl-1,1′biphenyl), COC=1C=C(N)C=CC1 (3-methoxyaniline). Reagents/catalysts: C=1C=CC(=CC1)/C=C/C(=O)/C=C/C2=CC=CC=C2.C=1C=CC(=CC1)/C=C/C(=O)/C=C/C2=CC=CC=C2.C=1C=CC(=CC1)/C=C/C(=O)/C=C/C2=CC=CC=C2.[Pd].[Pd] (tris(dibenzylideneacetone)dipalladium). Run in C(C)(=O)OCC (ethyl acetate), O (water), C1(=CC=CC=C1)C (toluene). Run at temperature 100 celsius, time 16 hour. The product is COC1=CC=C(C=C1)C1(N=C(OC1)N)C1=CC(=CC=C1)NC1=CC(=CC=C1)OC ((RS)-4-(4-Methoxy-phenyl)-4-[3(3-methoxy-phenylamino)-phenyl]-4,5-dihydro-oxazol-2-ylamine). Reaction SMILES: Br[C:2]1[CH:3]=[C:4]([C:8]2([C:14]3[CH:19]=[CH:18][C:17]([O:20][CH3:21])=[CH:16][CH:15]=3)[CH2:12][O:11][C:10]([NH2:13])=[N:9]2)[CH:5]=[CH:6][CH:7]=1.CC(C)([O-])C.[Na+].C(P(C(C)(C)C)C1C=CC=CC=1C1C(CCC)=CC(CCC)=CC=1CCC)(C)(C)C.[CH3:58][O:59][C:60]1[CH:61]=[C:62]([CH:64]=[CH:65][CH:66]=1)[NH2:63]>C1C=CC(/C=C/C(/C=C/C2C=CC=CC=2)=O)=CC=1.C1C=CC(/C=C/C(/C=C/C2C=CC=CC=2)=O)=CC=1.C1C=CC(/C=C/C(/C=C/C2C=CC=CC=2)=O)=CC=1.[Pd].[Pd].C(OCC)(=O)C.O.C1(C)C=CC=CC=1>[CH3:21][O:20][C:17]1[CH:18]=[CH:19][C:14]([C:8]2([C:4]3[CH:5]=[CH:6][CH:7]=[C:2]([NH:63][C:62]4[CH:64]=[CH:65][CH:66]=[C:60]([O:59][CH3:58])[CH:61]=4)[CH:3]=3)[CH2:12][O:11][C:10]([NH2:13])=[N:9]2)=[CH:15][CH:16]=1 |f:1.2,5.6.7.8.9|. Procedure: A microwave tube was charged with (RS)-4-(3-bromo-phenyl)-4-(4-methoxy-phenyl)-4,5-dihydro-oxazol-2-ylamine (Building Block C, 100 mg, 0.288 mmol), sodium tert-butoxide (55 mg, 0.58 mmol), 2-di-t-butylphosphino-2′,4′,6′-tri-1-propyl-1,1′biphenyl (11 mg, 0.028 mmol), tris(dibenzylideneacetone)dipalladium (7 mg, 0.008 mmol) and 3-methoxyaniline (71 mg, 0.576 mmol). After three vacuum-nitrogen cycles, toluene was introduced (0.7 mL), the tube was scaled and stirred at 100° C. for 16 hours. After co... RXN SMILES: C([O:3][C:4](=[O:27])[CH2:5][S:6][C:7]1[S:11][C:10]([NH:12][C:13]([N:15]([CH:23]2[CH2:26][CH2:25][CH2:24]2)[C@H:16]2[CH2:21][CH2:20][C@H:19]([CH3:22])[CH2:18][CH2:17]2)=[O:14])=[N:9][CH:8]=1)C.C1(N[C@H]2CC[C@H](C)CC2)CCC1.NC1SC=NC=1.C(OC(=O)CS)C>>[CH:23]1([N:15]([C@H:16]2[CH2:17][CH2:18][C@H:19]([CH3:22])[CH2:20][CH2:21]2)[C:13](=[O:14])[NH:12][C:10]2[S:11][C:7]([S:6][CH2:5][C:4]([OH:27])=[O:3])=[CH:8][N:9]=2)[CH2:26][CH2:25][CH2:24]1 |f:2.3|. The product is C1(CCC1)N(C(NC=1SC(=CN1)SCC(=O)O)=O)[C@@H]1CC[C@H](CC1)C ({2-[3-Cyclobutyl-3-(trans-4-methyl-cyclohexyl)-ureido]-thiazol-5-ylsulfanyl}-acetic acid). Procedure: {2-[3-Cyclobutyl-3-(trans-4-methyl-cyclohexyl)-ureido]-thiazol-5-ylsulfanyl}-acetic acid ethyl ester prepared as described in general procedures (A) and (B) using cyclobutyl-(trans-4-methyl-cyclohexyl)-amine and 5-aminothiazole-2-mercaptoacetic acid ethyl ester. Hydrolysis using general procedure (F) gave the title compound. Starting materials: C(C)OC(CSC1=CN=C(S1)NC(=O)N([C@@H]1CC[C@H](CC1)C)C1CCC1)=O ({2-[3-Cyclobutyl-3-(trans-4-methyl-cyclohexyl)-ureido]-thiazol-5-ylsulfanyl}-acetic acid ethyl ester), NC1=CN=CS1.C(C)OC(CS)=O (5-aminothiazole 2-mercaptoacetic acid ethyl ester), ( B ), C1(CCC1)N[C@@H]1CC[C@H](CC1)C (cyclobutyl-(trans-4-methyl-cyclohexyl)-amine).